This data is from the Open Reaction Database (ORD), a public repository of structured organic reaction records. The task is: describe an organic reaction: reactants, conditions, products, and yield Reactants: COC(=O)c1ccc(C#N)cc1COc1ccc(O)cc1, CO. Product: N#Cc1ccc(C(=O)O)c(COc2ccc(O)cc2)c1. Reaction SMILES: [C:1](#[N:2])[c:3]1[cH:4][c:5]([CH2:13][O:14][c:15]2[cH:16][cH:17][c:18]([OH:21])[cH:19][cH:20]2)[c:6]([C:7](=[O:8])[O:9][CH3:10])[cH:11][cH:12]1.[CH3:22][OH:23]>>[C:1](#[N:2])[c:3]1[cH:4][c:5]([CH2:13][O:14][c:15]2[cH:16][cH:17][c:18]([OH:21])[cH:19][cH:20]2)[c:6]([C:7](=[O:8])[OH:9])[cH:11][cH:12]1. Starting materials: O (water), ClC1CC(C1)CO (3-chlorocyclobutanemethanol), C(C1=CC=CC=C1)Br (benzylbromide), suspension, [H-].[Na+] (sodium hydride). Solvent: CN(C=O)C (dimethylformamide). The product is ClC1CC(C1)COCC1=CC=CC=C1 ([[(3-Chlorocyclobutyl)methoxy]methyl]benzene). Yield: 94.9%. RXN SMILES: [Cl:1][CH:2]1[CH2:5][CH:4]([CH2:6][OH:7])[CH2:3]1.[CH2:8](Br)[C:9]1[CH:14]=[CH:13][CH:12]=[CH:11][CH:10]=1.[H-].[Na+].O>CN(C)C=O>[Cl:1][CH:2]1[CH2:5][CH:4]([CH2:6][O:7][CH2:8][C:9]2[CH:14]=[CH:13][CH:12]=[CH:11][CH:10]=2)[CH2:3]1 |f:2.3|. Procedure details: A mixture of 3-chlorocyclobutanemethanol (17.3 g, 0.143 mole) and benzylbromide (29.96 g, 0.1576 mole) in dry dimethylformamide (123 ml) was stirred at room temperature under an argon atmosphere and a 60% suspension of sodium hydride (6.31 g) was added. The reaction was stirred at ambient temperature for 22.5 hours. The reaction mixture was poured into 600 ml of water and the aqueous mixture extracted with ethyl acetate (4×500 ml). The ethyl acetate extracts were combined and dried over anhydrou...